Dataset: the Open Reaction Database (ORD), a public repository of structured organic reaction records. Task: describe an organic reaction: reactants, conditions, products, and yield Starting materials: O=C([O-])[O-], FC(F)(F)c1cnc(Cl)cc1I, [Cs+], [Cs+], Nc1cccnc1, C1COCCO1, O=C(C=Cc1ccccc1)C=Cc1ccccc1, O=C(C=Cc1ccccc1)C=Cc1ccccc1, O=C(C=Cc1ccccc1)C=Cc1ccccc1, [Pd], [Pd]. The product is FC(F)(F)c1cnc(Cl)cc1Nc1cccnc1. As a reaction SMILES: [C:20](=[O:21])([O-:22])[O-:23].[Cl:1][c:2]1[n:3][cH:4][c:5]([C:9]([F:10])([F:11])[F:12])[c:6]([I:8])[cH:7]1.[Cs+:24].[Cs+:25].[NH2:13][c:14]1[cH:15][n:16][cH:17][cH:18][cH:19]1.[O:26]1[CH2:27][CH2:28][O:29][CH2:30][CH2:31]1.[O:34]=[C:35]([CH:36]=[CH:37][c:38]1[cH:39][cH:40][cH:41][cH:42][cH:43]1)[CH:44]=[CH:45][c:46]1[cH:47][cH:48][cH:49][cH:50][cH:51]1.[O:52]=[C:53]([CH:54]=[CH:55][c:56]1[cH:57][cH:58][cH:59][cH:60][cH:61]1)[CH:62]=[CH:63][c:64]1[cH:65][cH:66][cH:67][cH:68][cH:69]1.[O:70]=[C:71]([CH:72]=[CH:73][c:74]1[cH:75][cH:76][cH:77][cH:78][cH:79]1)[CH:80]=[CH:81][c:82]1[cH:83][cH:84][cH:85][cH:86][cH:87]1.[Pd:32].[Pd:33]>>[Cl:1][c:2]1[n:3][cH:4][c:5]([C:9]([F:10])([F:11])[F:12])[c:6]([NH:13][c:14]2[cH:15][n:16][cH:17][cH:18][cH:19]2)[cH:7]1.